From a dataset of the Open Reaction Database (ORD), a public repository of structured organic reaction records. describe an organic reaction: reactants, conditions, products, and yield The reactants are [BH4-], CCO, Cl, [Na+], O, OC(C1=CCN(Cc2ccc(Oc3ncccn3)cc2)C=C1)c1ccc(C(F)(F)F)cc1. The product is OC(C1=CCN(Cc2ccc(Oc3ncccn3)cc2)CC1)c1ccc(C(F)(F)F)cc1. As a reaction SMILES: [BH4-:34].[CH3:36][CH2:37][OH:38].[ClH:33].[Na+:35].[OH2:39].[n:1]1[c:2]([O:7][c:8]2[cH:9][cH:10][c:11]([CH2:14][N:15]3[CH2:16][CH:17]=[C:18]([CH:21]([OH:22])[c:23]4[cH:24][cH:25][c:26]([C:29]([F:30])([F:31])[F:32])[cH:27][cH:28]4)[CH:19]=[CH:20]3)[cH:12][cH:13]2)[n:3][cH:4][cH:5][cH:6]1>>[n:1]1[c:2]([O:7][c:8]2[cH:9][cH:10][c:11]([CH2:14][N:15]3[CH2:16][CH:17]=[C:18]([CH:21]([OH:22])[c:23]4[cH:24][cH:25][c:26]([C:29]([F:30])([F:31])[F:32])[cH:27][cH:28]4)[CH2:19][CH2:20]3)[cH:12][cH:13]2)[n:3][cH:4][cH:5][cH:6]1. The reactants are O=[N+]([O-])c1cnc(O)c(I)c1, O, O=P(Cl)(Cl)Cl. The product is O=[N+]([O-])c1cnc(Cl)c(I)c1. Reaction SMILES: [I:1][c:2]1[c:3]([OH:11])[n:4][cH:5][c:6]([N+:8](=[O:9])[O-:10])[cH:7]1.[OH2:17].[P:12]([Cl:13])([Cl:14])([Cl:15])=[O:16]>>[I:1][c:2]1[c:3]([Cl:14])[n:4][cH:5][c:6]([N+:8](=[O:9])[O-:10])[cH:7]1. Reactants: 7-(D-2-phenylglycinamido)-3-(1-methyl-1H-tetrazol-5-ylthiomethyl)-3-cephem-4-carboxylic acid formate, C[Si](C)(C)C(C(=O)N)[Si](C)(C)C (bis(trimethylsilyl)acetamide), O=C1C(=CN=C2N1C=CC=C2)C(=O)O (4-oxo-4H-pyrido[1,2-a]pyrimidine-3-carboxylic acid), S(=O)(Cl)Cl (thionyl chloride). Run in C(Cl)Cl (methylene chloride). The product is O=C1C(=CN=C2N1C=CC=C2)C(=O)Cl (4-oxo-4H-pyrido[1,2-a]pyrimidine-3-carbonyl chloride), 7-[D-2-(4-oxo-4H-pyrido[1,2-a]pyrimidine-3-carboxamido)-2-phenylacetamide]-3-(1-methyl-1H-tetrazol-5-ylthiomethyl)-3-cephem-4-carboxylic acid. RXN SMILES: [O:1]=[C:2]1[N:7]2[CH:8]=[CH:9][CH:10]=[CH:11][C:6]2=[N:5][CH:4]=[C:3]1[C:12]([OH:14])=O.S(Cl)([Cl:17])=O.C[Si](C([Si](C)(C)C)C(N)=O)(C)C>C(Cl)Cl>[O:1]=[C:2]1[N:7]2[CH:8]=[CH:9][CH:10]=[CH:11][C:6]2=[N:5][CH:4]=[C:3]1[C:12]([Cl:17])=[O:14]. Reported procedure: In a similar manner to that of Example 1--1), 4-oxo-4H-pyrido[1,2-a]pyrimidine-3-carbonyl chloride, which was prepared from 4-oxo-4H-pyrido[1,2-a]pyrimidine-3-carboxylic acid (1.8 g) and thionyl chloride (36 ml), was treated with a solution of 7-(D-2-phenylglycinamido)-3-(1-methyl-1H-tetrazol-5-ylthiomethyl)-3-cephem-4-carboxylic acid formate (2.5 g) and bis(trimethylsilyl)acetamide (4.0 g) in methylene chloride (50 ml). Thus obtained reaction mixture was worked up in a similar manner to that of... Reactants: FC(CNC(=O)NC=1C=C(C=CC1)C1=CN=C2N1N=CC(=C2)C=2C=NN(C2)C(C(=O)O)C)(F)F (2-(4-{3-[3-({[(2,2,2-trifluoroethyl)amino]carbonyl}amino)phenyl]imidazo[1,2-b]pyridazin-7-yl}-1H-pyrazol-1-yl)propanoic acid), CN1CCC(CC1)N (1-methylpiperidin-4-amine), C1=CC(=CN=C1)C2=NC=C(N2)C(F)(F)F (MK534). RXN SMILES: [F:1][C:2]([F:34])([F:33])[CH2:3][NH:4][C:5]([NH:7][C:8]1[CH:9]=[C:10]([C:14]2[N:18]3[N:19]=[CH:20][C:21]([C:23]4[CH:24]=[N:25][N:26]([CH:28]([CH3:32])[C:29](O)=[O:30])[CH:27]=4)=[CH:22][C:17]3=[N:16][CH:15]=2)[CH:11]=[CH:12][CH:13]=1)=[O:6].[CH3:35][N:36]1[CH2:41][CH2:40][CH:39]([NH2:42])[CH2:38][CH2:37]1.C1C=NC=C(C2NC(C(F)(F)F)=CN=2)C=1>>[CH3:35][N:36]1[CH2:41][CH2:40][CH:39]([NH:42][C:29](=[O:30])[CH:28]([N:26]2[CH:27]=[C:23]([C:21]3[CH:20]=[N:19][N:18]4[C:14]([C:10]5[CH:11]=[CH:12][CH:13]=[C:8]([NH:7][C:5]([NH:4][CH2:3][C:2]([F:33])([F:34])[F:1])=[O:6])[CH:9]=5)=[CH:15][N:16]=[C:17]4[CH:22]=3)[CH:24]=[N:25]2)[CH3:32])[CH2:38][CH2:37]1. Yields the product CN1CCC(CC1)NC(C(C)N1N=CC(=C1)C1=CC=2N(N=C1)C(=CN2)C2=CC(=CC=C2)NC(=O)NCC(F)(F)F)=O (N-(1-Methylpiperidin-4-yl)-2-(4-{3-[3-({[(2,2,2-trifluoroethyl)amino]carbonyl}amino)phenyl]imidazo[1,2-b]pyridazin-7-yl}-1H-pyrazol-1-yl)propanamide). Procedure details: This compound was prepared by using procedures analogous to those described for the synthesis of Example 54, Step 3 starting from 2-(4-{3-[3-({[(2,2,2-trifluoroethyl)amino]carbonyl}amino)phenyl]imidazo[1,2-b]pyridazin-7-yl}-1H-pyrazol-1-yl)propanoic acid and 1-methylpiperidin-4-amine (ABCR and Cat. No. MK534). LCMS (M+H)+: m/z=570.2. The reactants are FC1=CC=C(C=C1)C=CC1=C(C#N)C=C(C=C1)F (2-[2-(4-Fluorophenyl)ethenyl]-5-fluorobenzonitrile). Reagents/catalysts: [Pd] (Palladium on charcoal). The solvent is COCCOC (ethylene glycol dimethyl ether). Conditions: time 1 hour. Yields the product FC1=CC=C(C=C1)CCC1=C(C#N)C=C(C=C1)F (2-[2-(4-Fluorophenyl)ethyl]-5-fluorobenzonitrile). The yield is 99.2%. As a reaction SMILES: [F:1][C:2]1[CH:7]=[CH:6][C:5]([CH:8]=[CH:9][C:10]2[CH:17]=[CH:16][C:15]([F:18])=[CH:14][C:11]=2[C:12]#[N:13])=[CH:4][CH:3]=1>COCCOC.[Pd]>[F:1][C:2]1[CH:7]=[CH:6][C:5]([CH2:8][CH2:9][C:10]2[CH:17]=[CH:16][C:15]([F:18])=[CH:14][C:11]=2[C:12]#[N:13])=[CH:4][CH:3]=1. Reported procedure: 2-[2-(4-Fluorophenyl)ethenyl]-5-fluorobenzonitrile (2.1 g, 8.7 mmol) was dissolved in ethylene glycol dimethyl ether (100 mL). Palladium on charcoal (10% Pd; 0.20 g) was added, and the reaction mixture was shaken under 60 psig H2 for 1 h. The reaction mixture was then filtered through Celite®, and the filtrate was rotary evaporated (75° C.) to provide 2.1 g (99%) of product as a light-yellow oil. Reactants: C(C1=CC=CC=C1)N1CCC2=CC(=CC=C12)O (1-benzylindolin-5-ol), CN(C1=CC=C(C=C1)N=C=O)C (4-dimethylaminophenylisocyanate), Example 2 ( 2 ). Product: CN(C1=CC=C(C=C1)NC(OC=1C=C2CCN(C2=CC1)CC1=CC=CC=C1)=O)C (1-benzylindolin-5-yl 4-dimethylaminophenylcarbamate), solid. Isolated yield 45.0%. As a reaction SMILES: [CH2:1]([N:8]1[C:16]2[C:11](=[CH:12][C:13]([OH:17])=[CH:14][CH:15]=2)[CH2:10][CH2:9]1)[C:2]1[CH:7]=[CH:6][CH:5]=[CH:4][CH:3]=1.[CH3:18][N:19]([CH3:29])[C:20]1[CH:25]=[CH:24][C:23]([N:26]=[C:27]=[O:28])=[CH:22][CH:21]=1>>[CH3:18][N:19]([CH3:29])[C:20]1[CH:25]=[CH:24][C:23]([NH:26][C:27](=[O:28])[O:17][C:13]2[CH:12]=[C:11]3[C:16](=[CH:15][CH:14]=2)[N:8]([CH2:1][C:2]2[CH:3]=[CH:4][CH:5]=[CH:6][CH:7]=2)[CH2:9][CH2:10]3)=[CH:22][CH:21]=1. Reported procedure: The title compound was synthesized from 1-benzylindolin-5-ol (45.0 mg, 0.200 mmol) using the same procedure employed for Example 2 (2), but with 4-dimethylaminophenylisocyanate instead of 4-isopropylphenylisocyanate. The product was obtained as a slightly brown solid (34.8 mg, 45%) having the following characteristics. The reactants are CC1=CC2=C(CN(CC2O)C)O1 (2,6-dimethyl-4,5,6,7-tetrahydrofuro[2,3-c]pyridin-4-ol), C(N)(=O)C1=C(C=C(C=C1)F)Cl (4-carbamoyl-3-chloro-1-fluorobenzene). Yields the product Cl.C(N)(=O)C1=C(C=C(C=C1)OC1C2=C(CN(C1)C)OC(=C2)C)Cl (4-(4-Carbamoyl-3-chlorophenyloxy)-2,6-dimethyl-4,5,6,7-tetrahydrofuro[2,3-c]pyridine hydrochloride). Reaction SMILES: [CH3:1][C:2]1[O:12][C:5]2[CH2:6][N:7]([CH3:11])[CH2:8][CH:9]([OH:10])[C:4]=2[CH:3]=1.[C:13]([C:16]1[CH:21]=[CH:20][C:19](F)=[CH:18][C:17]=1[Cl:23])(=[O:15])[NH2:14]>>[ClH:23].[C:13]([C:16]1[CH:21]=[CH:20][C:19]([O:10][CH:9]2[CH2:8][N:7]([CH3:11])[CH2:6][C:5]3[O:12][C:2]([CH3:1])=[CH:3][C:4]2=3)=[CH:18][C:17]=1[Cl:23])(=[O:15])[NH2:14] |f:2.3|. Reported procedure: The same method as in Example 3 was conducted using 2,6-dimethyl-4,5,6,7-tetrahydrofuro[2,3-c]pyridin-4-ol (Reference Example 2) instead of 6-methyl-4,5,6,7-tetrahydrofuro[2,3-c]pyridin-4-ol (Reference Example 1) and was conducted using 4-carbamoyl-3-chloro-1-fluorobenzene instead of 1,3-difluorobenzene to give the objective compound.